This data is from the Open Reaction Database (ORD), a public repository of structured organic reaction records. The task is: describe an organic reaction: reactants, conditions, products, and yield The reactants are Cn1nc(Cl)cc(Br)c1=O, ClCCl, Cn1nc(N)cc1CN1CCC1, O=C(C=Cc1ccccc1)C=Cc1ccccc1, C1COCCO1, O=C(C=Cc1ccccc1)C=Cc1ccccc1, O=C(C=Cc1ccccc1)C=Cc1ccccc1, O, [Pd], [Pd], CC1(C)c2cccc(P(c3ccccc3)c3ccccc3)c2Oc2c(P(c3ccccc3)c3ccccc3)cccc21. Yields the product Cn1nc(Nc2cc(Cl)nn(C)c2=O)cc1CN1CCC1. RXN SMILES: [Br:13][c:14]1[c:15](=[O:22])[n:16]([CH3:21])[n:17][c:18]([Cl:20])[cH:19]1.[Cl:71][CH2:72][Cl:73].[N:1]1([CH2:5][c:6]2[cH:7][c:8]([NH2:12])[n:9][n:10]2[CH3:11])[CH2:2][CH2:3][CH2:4]1.[O:113]=[C:114]([CH:115]=[CH:116][c:117]1[cH:118][cH:119][cH:120][cH:121][cH:122]1)[CH:123]=[CH:124][c:125]1[cH:126][cH:127][cH:128][cH:129][cH:130]1.[O:65]1[CH2:66][CH2:67][O:68][CH2:69][CH2:70]1.[O:77]=[C:78]([CH:79]=[CH:80][c:81]1[cH:82][cH:83][cH:84][cH:85][cH:86]1)[CH:87]=[CH:88][c:89]1[cH:90][cH:91][cH:92][cH:93][cH:94]1.[O:95]=[C:96]([CH:97]=[CH:98][c:99]1[cH:100][cH:101][cH:102][cH:103][cH:104]1)[CH:105]=[CH:106][c:107]1[cH:108][cH:109][cH:110][cH:111][cH:112]1.[OH2:74].[Pd:75].[Pd:76].[c:23]1([P:24]([c:25]2[cH:26][cH:27][cH:28][cH:29][cH:30]2)[c:31]2[c:32]3[c:56]([cH:57][cH:58][cH:59]2)[C:53]([CH3:54])([CH3:55])[c:35]2[c:34]([c:39]([P:40]([c:41]4[cH:42][cH:43][cH:44][cH:45][cH:46]4)[c:47]4[cH:48][cH:49][cH:50][cH:51][cH:52]4)[cH:38][cH:37][cH:36]2)[O:33]3)[cH:60][cH:61][cH:62][cH:63][cH:64]1>>[N:1]1([CH2:5][c:6]2[cH:7][c:8]([NH:12][c:14]3[c:15](=[O:22])[n:16]([CH3:21])[n:17][c:18]([Cl:20])[cH:19]3)[n:9][n:10]2[CH3:11])[CH2:2][CH2:3][CH2:4]1. The reactants are C([O-])([O-])=O.[Na+].[Na+] (sodium carbonate), IC1=CN(C2=NC=C(C=C21)C=2C=C(CC1CCN(CC1)C(=O)OC(C)(C)C)C=CC2)S(=O)(=O)C2=CC=C(C)C=C2 (tert-butyl 4-(3-(3-iodo-1-tosyl-1H-pyrrolo[2,3-b]pyridin-5-yl)benzyl)piperidine-1-carboxylate), FC=1C=C(CN2N=CC(=C2)B2OC(C(O2)(C)C)(C)C)C=CC1 (1-(3-fluorobenzyl)-4-(4,4,5,5-tetramethyl-1,3,2-dioxaborolan-2-yl)-1H-pyrazole), IC1=CN(C2=NC=C(C=C21)C=2C=C(CC1CCN(CC1)C(=O)OC(C)(C)C)C=CC2)S(=O)(=O)C2=CC=C(C)C=C2 (tert-butyl 4-(3-(3-iodo-1-tosyl-1H-pyrrolo[2,3-b]pyridin-5-yl)benzyl)piperidine-1-carboxylate), FC=1C=C(CN2N=CC(=C2)B2OC(C(O2)(C)C)(C)C)C=CC1 (1-(3-fluorobenzyl)-4-(4,4,5,5-tetramethyl-1,3,2-dioxaborolan-2-yl)-1H-pyrazole). The reagents and catalysts are C1=CC=C(C=C1)P(C2=CC=CC=C2)[C]3[CH][CH][CH][CH]3.C1=CC=C(C=C1)P(C2=CC=CC=C2)[C]3[CH][CH][CH][CH]3.Cl[Pd]Cl.[Fe] (Pd(DPPF)Cl2). Run in C1(=CC=CC=C1)C.C(C)O.O (toluene ethanol water). Yields the product FC=1C=C(CN2N=CC(=C2)C2=CN(C3=NC=C(C=C32)C=3C=C(CC2CCN(CC2)C(=O)OC(C)(C)C)C=CC3)S(=O)(=O)C3=CC=C(C)C=C3)C=CC1 (tert-butyl 4-(3-(3-(1-(3-fluorobenzyl)-1H-pyrazol-4-yl)-1-tosyl-1H-pyrrolo[2,3-b]pyridin-5-yl)benzyl)piperidine-1-carboxylate). Isolated yield 63.1%. Reaction SMILES: I[C:2]1[C:10]2[C:5](=[N:6][CH:7]=[C:8]([C:11]3[CH:12]=[C:13]([CH:28]=[CH:29][CH:30]=3)[CH2:14][CH:15]3[CH2:20][CH2:19][N:18]([C:21]([O:23][C:24]([CH3:27])([CH3:26])[CH3:25])=[O:22])[CH2:17][CH2:16]3)[CH:9]=2)[N:4]([S:31]([C:34]2[CH:40]=[CH:39][C:37]([CH3:38])=[CH:36][CH:35]=2)(=[O:33])=[O:32])[CH:3]=1.[F:41][C:42]1[CH:43]=[C:44]([CH:60]=[CH:61][CH:62]=1)[CH2:45][N:46]1[CH:50]=[C:49](B2OC(C)(C)C(C)(C)O2)[CH:48]=[N:47]1.C(=O)([O-])[O-].[Na+].[Na+]>C1(C)C=CC=CC=1.C(O)C.O.C1C=CC(P([C]2[CH][CH][CH][CH]2)C2C=CC=CC=2)=CC=1.C1C=CC(P([C]2[CH][CH][CH][CH]2)C2C=CC=CC=2)=CC=1.Cl[Pd]Cl.[Fe]>[F:41][C:42]1[CH:43]=[C:44]([CH:60]=[CH:61][CH:62]=1)[CH2:45][N:46]1[CH:50]=[C:49]([C:2]2[C:10]3[C:5](=[N:6][CH:7]=[C:8]([C:11]4[CH:12]=[C:13]([CH:28]=[CH:29][CH:30]=4)[CH2:14][CH:15]4[CH2:16][CH2:17][N:18]([C:21]([O:23][C:24]([CH3:26])([CH3:25])[CH3:27])=[O:22])[CH2:19][CH2:20]4)[CH:9]=3)[N:4]([S:31]([C:34]3[CH:40]=[CH:39][C:37]([CH3:38])=[CH:36][CH:35]=3)(=[O:33])=[O:32])[CH:3]=2)[CH:48]=[N:47]1 |f:2.3.4,5.6.7,8.9.10.11,^1:84,85,86,87,88,102,103,104,105,106|. Procedure: Using similar reaction conditions as described in step-i of example-1, tert-butyl 4-(3-(3-iodo-1-tosyl-1H-pyrrolo[2,3-b]pyridin-5-yl)benzyl)piperidine-1-carboxylate (intermediate 66G) (300 mg, 0.44 mmol) was coupled with 1-(3-fluorobenzyl)-4-(4,4,5,5-tetramethyl-1,3,2-dioxaborolan-2-yl)-1H-pyrazole (intermediate 11) (170 mg, 0.58 mmol) using Pd(DPPF)Cl2 (15 mg, 0.02 mmol) and sodium carbonate (140 mg, 1.32 mmol) in toluene/ethanol/water (15/8/4 ml) to afford 200 mg (62.3% yield) of the titled co... Starting materials: C=CCn1c(N2CCCN(C(=O)OC(C)(C)C)CC2)nc2ccccc21, CCO, CCOCC, I, N. Product: I, C=CCn1c(N2CCCNCC2)nc2ccccc21. Reaction SMILES: [C:2]([O:3][C:4](=[O:5])[N:9]1[CH2:10][CH2:11][N:12]([c:16]2[n:17][c:18]3[c:19]([n:20]2[CH2:21][CH:22]=[CH2:23])[cH:24][cH:25][cH:26][cH:27]3)[CH2:13][CH2:14][CH2:15]1)([CH3:6])([CH3:7])[CH3:8].[CH3:28][CH2:29][OH:30].[CH3:32][CH2:33][O:34][CH2:35][CH3:36].[IH:31].[NH3:1]>>[IH:31].[NH:9]1[CH2:10][CH2:11][N:12]([c:16]2[n:17][c:18]3[c:19]([n:20]2[CH2:21][CH:22]=[CH2:23])[cH:24][cH:25][cH:26][cH:27]3)[CH2:13][CH2:14][CH2:15]1.